From a dataset of the Open Reaction Database (ORD), a public repository of structured organic reaction records. describe an organic reaction: reactants, conditions, products, and yield Reactants: CN1CCOCC1, O=C(Cl)OC1CCCC1, ClCCl, Cl, COC(=O)c1ccc(Cc2cn(C)c3ccc(N)cc23)c(OC)c1. The product is COC(=O)c1ccc(Cc2cn(C)c3ccc(NC(=O)OC4CCCC4)cc23)c(OC)c1. As a reaction SMILES: [CH3:34][N:35]1[CH2:36][CH2:37][O:38][CH2:39][CH2:40]1.[Cl:1][C:2](=[O:3])[O:4][CH:5]1[CH2:6][CH2:7][CH2:8][CH2:9]1.[Cl:42][CH2:43][Cl:44].[ClH:41].[NH2:10][c:11]1[cH:12][c:13]2[c:14]([CH2:21][c:22]3[c:23]([O:32][CH3:33])[cH:24][c:25]([C:26](=[O:27])[O:28][CH3:29])[cH:30][cH:31]3)[cH:15][n:16]([CH3:20])[c:17]2[cH:18][cH:19]1>>[C:2](=[O:3])([O:4][CH:5]1[CH2:6][CH2:7][CH2:8][CH2:9]1)[NH:10][c:11]1[cH:12][c:13]2[c:14]([CH2:21][c:22]3[c:23]([O:32][CH3:33])[cH:24][c:25]([C:26](=[O:27])[O:28][CH3:29])[cH:30][cH:31]3)[cH:15][n:16]([CH3:20])[c:17]2[cH:18][cH:19]1. The product is NC(=O)c1cccc2cc(-c3cccc4cnccc34)ccc12. RXN SMILES: [Cl:29][CH2:30][Cl:31].[O:24]=[CH:25][N:26]([CH3:27])[CH3:28].[cH:1]1[n:2][cH:3][cH:4][c:5]2[c:6](-[c:11]3[cH:12][c:13]4[cH:14][cH:15][cH:16][c:17]([C:21](=[O:22])[OH:23])[c:18]4[cH:19][cH:20]3)[cH:7][cH:8][cH:9][c:10]12>>[cH:1]1[n:2][cH:3][cH:4][c:5]2[c:6](-[c:11]3[cH:12][c:13]4[cH:14][cH:15][cH:16][c:17]([C:21](=[O:22])[NH2:26])[c:18]4[cH:19][cH:20]3)[cH:7][cH:8][cH:9][c:10]12. Starting materials: ClCCl, CN(C)C=O, O=C(O)c1cccc2cc(-c3cccc4cnccc34)ccc12. The reactants are [H-].[Na+] (sodium hydride), N1C=NC=2C(=NC=3C=CC=CC3C21)N (1H-imidazo[4,5-c]quinolin-4-amine), C(C(C)C)Br (isobutyl bromide). Run in O (water), CN(C=O)C (N,N-dimethylformamide). Run at temperature 100 celsius. Product: CC(CN1C=NC=2C(=NC=3C=CC=CC3C21)N)C (1-(2-methylpropyl)-1H-imidazo[4,5-c]quinolin-4-amine). Reaction SMILES: [NH:1]1[C:13]2[C:12]3[CH:11]=[CH:10][CH:9]=[CH:8][C:7]=3[N:6]=[C:5]([NH2:14])[C:4]=2[N:3]=[CH:2]1.[H-].[Na+].[CH2:17](Br)[CH:18]([CH3:20])[CH3:19]>CN(C)C=O.O>[CH3:17][CH:18]([CH3:20])[CH2:19][N:1]1[C:13]2[C:12]3[CH:11]=[CH:10][CH:9]=[CH:8][C:7]=3[N:6]=[C:5]([NH2:14])[C:4]=2[N:3]=[CH:2]1 |f:1.2|. Procedure details: To a stirred suspension of 1.0 g (0.0054 mole) of 1H-imidazo[4,5-c]quinolin-4-amine in 10 mL of N,N-dimethylformamide was added 0.15 g (0.0059 mole) of sodium hydride. To this stirred mixture was added 0.74 g (0.0054 mole) of isobutyl bromide. After 30 minutes the mixture was heated at about 100° C. for one hour. The mixture was cooled to about 20° C., diluted with 20 mL of water, and the solid was separated by filtration. Recrystallization from N,N-dimethylformamide provided the known antiviral... Reactants: Br.N1C(=NCC1)C1=C(N)C=CC=C1 (2-(4,5-dihydro-1H-imidazol-2-yl)aniline hydrobromide), Cl.NO (hydroxylamine hydrochloride). Reagents/catalysts: [O-2].[O-2].[Mn+4] (manganese dioxide). Solvent: N,N′-dimethylpropylenurea, O (water). Reaction conditions: time 1 hour. Product: N1C(=NC=C1)C1=C(N)C=CC=C1 (2-(1H-imidazol-2-yl)aniline). Isolated yield 60.7%. Reaction SMILES: Br.[NH:2]1[CH2:6][CH2:5][N:4]=[C:3]1[C:7]1[CH:13]=[CH:12][CH:11]=[CH:10][C:8]=1[NH2:9].Cl.NO>O.[O-2].[O-2].[Mn+4]>[NH:2]1[CH:6]=[CH:5][N:4]=[C:3]1[C:7]1[CH:13]=[CH:12][CH:11]=[CH:10][C:8]=1[NH2:9] |f:0.1,2.3,5.6.7|. Procedure details: A mixture of 2-(4,5-dihydro-1H-imidazol-2-yl)aniline hydrobromide (50.0 mg, 0.207 mmol) and manganese dioxide (170 mg, 1.96 mmol) in N,N′-dimethylpropylenurea (2.0 mL) was heated at 150. (bath temp.). After 1 hour, the reaction mixture was cooled to room temperature, poured into a solution of hydroxylamine hydrochloride (0.5 g) in water (50 mL), and the resulting mixture was extracted with ethyl acetate. The separated organic layer was washed with brine, dried over magnesium sulfate, filtered, c... The reactants are ClC1=CC=NC2=CC(=CC=C12)Cl (4,7-dichloroquinoline), C1(CCC(CC1)N)N (1,4-cyclohexanediamine). Run in C(C)O (ethanol). Run at temperature 250 celsius. Yields the product ClC1=CC=C2C(=CC=NC2=C1)N[C@@H]1CC[C@@H](CC1)N (cis-N-(7-chloroquinolin-4-yl)cyclohexane-1,4-diamine). RXN SMILES: Cl[C:2]1[C:11]2[C:6](=[CH:7][C:8]([Cl:12])=[CH:9][CH:10]=2)[N:5]=[CH:4][CH:3]=1.[CH:13]1([NH2:20])[CH2:18][CH2:17][CH:16]([NH2:19])[CH2:15][CH2:14]1>C(O)C>[Cl:12][C:8]1[CH:7]=[C:6]2[C:11]([C:2]([NH:19][C@H:16]3[CH2:17][CH2:18][C@@H:13]([NH2:20])[CH2:14][CH2:15]3)=[CH:3][CH:4]=[N:5]2)=[CH:10][CH:9]=1. Reported procedure: A mixture of 4,7-dichloroquinoline(2 g, 10.2 mmol) and 1,4-cyclohexanediamine (2.5 g, 21.9 mmol) was heated at 250° C. for 15 hours, cooled to room temperature, diluted with ethanol, and filtered. The residue was extracted with chloroform from 50%NaOH solution. The extract was dried with Na2SO4 and MgSO4, filtered and concentrated to give the desired compound. MS (ESI(+)Q1MS m/z 276 (M+H)+. The reactants are [Si](C)(C)(C(C)(C)C)O[C@@H](C=O)C1=CC=CC=C1 ((R)-α-(t-butyldimethylsilyloxy)-α-phenylacetaldehyde), N[C@H](COC1=CC=C(C=C1)CC(=O)OC)C (methyl 4-[2(S)-amino-1-propoxy]phenylacetate), C(#N)[BH3-].[Na+] (sodium cyanoborohydride). The solvent is CO (methanol). The product is COC(=O)CC1=CC=C(OC[C@H](C)NC[C@@H](C2=CC=CC=C2)O[Si](C)(C)C(C)(C)C)C=C1 (N-[2-(4-Methoxycarbonylmethylphenoxy)-1(S)-methylethyl]-2(R)-t-butyldimethylsilyloxy-2-phenylethanamine). Reaction SMILES: [Si:1]([O:8][C@H:9]([C:12]1[CH:17]=[CH:16][CH:15]=[CH:14][CH:13]=1)[CH:10]=O)([C:4]([CH3:7])([CH3:6])[CH3:5])([CH3:3])[CH3:2].[NH2:18][C@@H:19]([CH3:33])[CH2:20][O:21][C:22]1[CH:27]=[CH:26][C:25]([CH2:28][C:29]([O:31][CH3:32])=[O:30])=[CH:24][CH:23]=1.C([BH3-])#N.[Na+]>CO>[CH3:32][O:31][C:29]([CH2:28][C:25]1[CH:26]=[CH:27][C:22]([O:21][CH2:20][C@@H:19]([NH:18][CH2:10][C@H:9]([O:8][Si:1]([C:4]([CH3:5])([CH3:6])[CH3:7])([CH3:2])[CH3:3])[C:12]2[CH:13]=[CH:14][CH:15]=[CH:16][CH:17]=2)[CH3:33])=[CH:23][CH:24]=1)=[O:30] |f:2.3|. Reported procedure: Following a procedure Similar to that described in Preparation 29, but using 750 mg of (R)-α-(t-butyldimethylsilyloxy)-α-phenylacetaldehyde (prepared as described in Preparation 25), 920 mg of methyl 4-[2(S)-amino-1-propoxy]phenylacetate (prepared as described in Preparation 28), 10 ml of absolute methanol and 500 mg of sodium cyanoborohydride, the title compound was obtained. [α]D23 -58.6° (c=0.998, chloroform). Reactants: CCOC(=O)c1cnccc1Nc1nc(-c2cc(Cl)ccc2F)nc2c1COC2, CO, [Na+], [OH-]. The product is O=C(O)c1cnccc1Nc1nc(-c2cc(Cl)ccc2F)nc2c1COC2. As a reaction SMILES: [CH2:1]([CH3:2])[O:3][C:4]([c:5]1[cH:6][n:7][cH:8][cH:9][c:10]1[NH:11][c:12]1[c:13]2[c:14]([n:15][c:16](-[c:18]3[c:19]([F:25])[cH:20][cH:21][c:22]([Cl:24])[cH:23]3)[n:17]1)[CH2:26][O:27][CH2:28]2)=[O:29].[CH3:32][OH:33].[Na+:31].[OH-:30]>>[O:3]=[C:4]([c:5]1[cH:6][n:7][cH:8][cH:9][c:10]1[NH:11][c:12]1[c:13]2[c:14]([n:15][c:16](-[c:18]3[c:19]([F:25])[cH:20][cH:21][c:22]([Cl:24])[cH:23]3)[n:17]1)[CH2:26][O:27][CH2:28]2)[OH:29].